Task: describe an organic reaction: reactants, conditions, products, and yield. Dataset: the Open Reaction Database (ORD), a public repository of structured organic reaction records Starting materials: O(C1=CC=CC=C1)CCOC1=C(C(=NC=C1)CO)C ([4-(2-phenoxyethoxy)-3-methylpyridine-2-yl]methanol), S(=O)(Cl)Cl (thionyl chloride), [OH-].[Na+] (sodium hydroxide), SC=1NC2=C(N1)C=CC=C2 (2-mercaptobenzimidazole). Solvent: C(C)O (ethanol), ClCCl (dichloromethane). Reaction conditions: temperature 70 celsius, time 60 minute. The product is O(C1=CC=CC=C1)CCOC1=C(C(=NC=C1)CSC1=NC2=C(N1)C=CC=C2)C (2-[{4-(2-Phenoxyethoxy)-3-Methylpyridine-2-Yl}Methylthio]-1H-Benzimidazole). Isolated yield 79.5%. As a reaction SMILES: [O:1]([CH2:8][CH2:9][O:10][C:11]1[CH:16]=[CH:15][N:14]=[C:13]([CH2:17]O)[C:12]=1[CH3:19])[C:2]1[CH:7]=[CH:6][CH:5]=[CH:4][CH:3]=1.S(Cl)(Cl)=O.[OH-].[Na+].[SH:26][C:27]1[NH:28][C:29]2[CH:35]=[CH:34][CH:33]=[CH:32][C:30]=2[N:31]=1>C(O)C.ClCCl>[O:1]([CH2:8][CH2:9][O:10][C:11]1[CH:16]=[CH:15][N:14]=[C:13]([CH2:17][S:26][C:27]2[NH:31][C:30]3[CH:32]=[CH:33][CH:34]=[CH:35][C:29]=3[N:28]=2)[C:12]=1[CH3:19])[C:2]1[CH:7]=[CH:6][CH:5]=[CH:4][CH:3]=1 |f:2.3|. Procedure: A mixture comprising 1.0 g of [4-(2-phenoxyethoxy)-3-methylpyridine-2-yl]methanol, 0.60 ml of thionyl chloride and 12 ml of dichloromethane was kept at 40° C. for 60 minutes to carry out the reaction. The reaction mixture was distilled to remove the solvent. Thus, a brown syrupy residue was obtained. 50 ml of ethanol, 0.70 g of sodium hydroxide and 1.2 g of 2-mercaptobenzimidazole were added to the residue. The obtained mixture was heated at 70° C. for two hours and distilled to remove the ethan...